From a dataset of the Open Reaction Database (ORD), a public repository of structured organic reaction records. describe an organic reaction: reactants, conditions, products, and yield Reactants: CN(C)C(=O)Cl, Clc1cccc(C#CC2=NOC3(CCNC3)C2)c1, ClCCl. Yields the product CN(C)C(=O)N1CCC2(CC(C#Cc3cccc(Cl)c3)=NO2)C1. RXN SMILES: [CH3:19][N:20]([C:21](=[O:22])[Cl:23])[CH3:24].[Cl:1][c:2]1[cH:3][c:4]([C:8]#[C:9][C:10]2=[N:11][O:12][C:13]3([CH2:14]2)[CH2:15][NH:16][CH2:17][CH2:18]3)[cH:5][cH:6][cH:7]1.[Cl:25][CH2:26][Cl:27]>>[Cl:1][c:2]1[cH:3][c:4]([C:8]#[C:9][C:10]2=[N:11][O:12][C:13]3([CH2:14]2)[CH2:15][N:16]([C:21]([N:20]([CH3:19])[CH3:24])=[O:22])[CH2:17][CH2:18]3)[cH:5][cH:6][cH:7]1. Reactants: CCOCC, ClCCl, O=[Cr](=O)([O-])Cl, CC(C)COC(=O)C=CCO, c1cc[nH+]cc1. The product is CC(C)COC(=O)C=CC=O. Reaction SMILES: [CH3:23][CH2:24][O:25][CH2:26][CH3:27].[Cl:28][CH2:29][Cl:30].[O:1]=[Cr:2]([Cl:3])([O-:4])=[O:5].[OH:12][CH2:13][CH:14]=[CH:15][C:16](=[O:17])[O:18][CH2:19][CH:20]([CH3:21])[CH3:22].[nH+:6]1[cH:7][cH:8][cH:9][cH:10][cH:11]1>>[O:12]=[CH:13][CH:14]=[CH:15][C:16](=[O:17])[O:18][CH2:19][CH:20]([CH3:21])[CH3:22]. Reactants: CCCCC=C (hexene-1), CCCCC=C (hexene-1), CCC=C (butene-1), final polymer. Yields the product CCC=C.C=CCCCC (Butene-1 Hexene). Reaction SMILES: [CH3:1][CH2:2][CH2:3][CH2:4][CH:5]=[CH2:6].CCC=C>>[CH3:4][CH2:3][CH:2]=[CH2:1].[CH2:1]=[CH:2][CH2:3][CH2:4][CH2:5][CH3:6] |f:2.3|. Procedure details: The preparation described in Example 1 was repeated with the difference that 125 g of hexene-1 were fed before feeding of butene-1 and the polymerization temperature was 75° C. The final polymer, the characterization of which is reported in Table 1, contained 4.3% wt (NMR determination) of hexene-1. The DSC analysis showed no melting peak. The reactants are Cc1ccnc2c1C(=O)CC(c1ccsc1Br)C2, CCO, Cl, N=C(NN)NO, Cc1ccc(S(=O)(=O)[O-])cc1. Yields the product Cc1ccnc2c1C(=NNC(=N)NO)CC(c1ccsc1Br)C2, Cl. As a reaction SMILES: [Br:1][c:2]1[s:3][cH:4][cH:5][c:6]1[CH:7]1[CH2:8][C:9](=[O:18])[c:10]2[c:11]([CH3:17])[cH:12][cH:13][n:14][c:15]2[CH2:16]1.[CH3:37][CH2:38][OH:39].[ClH:36].[NH2:19][NH:20][C:21](=[NH:22])[NH:23][OH:24].[c:25]1([CH3:26])[cH:27][cH:28][c:29]([S:30]([O-:31])(=[O:32])=[O:33])[cH:34][cH:35]1>>[Br:1][c:2]1[s:3][cH:4][cH:5][c:6]1[CH:7]1[CH2:8][C:9](=[N:19][NH:20][C:21](=[NH:22])[NH:23][OH:24])[c:10]2[c:11]([CH3:17])[cH:12][cH:13][n:14][c:15]2[CH2:16]1.[ClH:36]. Reactants: C=CCCOc1nsnc1-c1cccnc1, CC(C)=O, CI. Product: C=CCCOc1nsnc1-c1ccc[n+](C)c1, [I-]. RXN SMILES: [CH2:3]([CH2:4][CH:5]=[CH2:6])[O:7][c:8]1[c:9](-[c:13]2[cH:14][n:15][cH:16][cH:17][cH:18]2)[n:10][s:11][n:12]1.[CH3:19][C:20](=[O:21])[CH3:22].[CH3:1][I:2]>>[CH3:1][n+:15]1[cH:14][c:13](-[c:9]2[c:8]([O:7][CH2:3][CH2:4][CH:5]=[CH2:6])[n:12][s:11][n:10]2)[cH:18][cH:17][cH:16]1.[I-:2].